describe an organic reaction: reactants, conditions, products, and yield From a dataset of the Open Reaction Database (ORD), a public repository of structured organic reaction records. Reactants: [Br-], CC(C)(C)OC(=O)N1CCc2nc(N)sc2C1, CC(C)CON=O, CN(C)C=O. Product: CC(C)(C)OC(=O)N1CCc2nc(Br)sc2C1. As a reaction SMILES: [Br-:25].[C:8]([CH3:9])([CH3:10])([CH3:11])[O:12][C:13](=[O:14])[N:15]1[CH2:16][c:17]2[c:18]([n:21][c:22]([NH2:24])[s:23]2)[CH2:19][CH2:20]1.[CH2:1]([O:2][N:3]=[O:4])[CH:5]([CH3:6])[CH3:7].[O:26]=[CH:27][N:28]([CH3:29])[CH3:30]>>[C:8]([CH3:9])([CH3:10])([CH3:11])[O:12][C:13](=[O:14])[N:15]1[CH2:16][c:17]2[c:18]([n:21][c:22]([Br:25])[s:23]2)[CH2:19][CH2:20]1.